This data is from the Open Reaction Database (ORD), a public repository of structured organic reaction records. The task is: describe an organic reaction: reactants, conditions, products, and yield Reactants: C(C1=CC=CC=C1)N1C(=C(C2=CC=C(C=C12)C1=CC=C(C=C1)O)C)C1=CC=CC=C1 (4-(1-benzyl-3-methyl-2-phenyl-1H-indol-6-yl)-phenol), C(=O)([O-])[O-].[K+].[K+] (K2CO3), BrCC#N (bromoacetonitrile). Solvent: CC(=O)C (acetone). Product: C(C1=CC=CC=C1)N1C(=C(C2=CC=C(C=C12)C1=CC=C(OCC#N)C=C1)C)C1=CC=CC=C1 ([4-(1-Benzyl-3-methyl-2-phenyl-1H-indol-6-yl)-phenoxy]-acetonitrile), product. Isolated yield 88.8%. RXN SMILES: [CH2:1]([N:8]1[C:16]2[C:11](=[CH:12][CH:13]=[C:14]([C:17]3[CH:22]=[CH:21][C:20]([OH:23])=[CH:19][CH:18]=3)[CH:15]=2)[C:10]([CH3:24])=[C:9]1[C:25]1[CH:30]=[CH:29][CH:28]=[CH:27][CH:26]=1)[C:2]1[CH:7]=[CH:6][CH:5]=[CH:4][CH:3]=1.C([O-])([O-])=O.[K+].[K+].Br[CH2:38][C:39]#[N:40]>CC(C)=O>[CH2:1]([N:8]1[C:16]2[C:11](=[CH:12][CH:13]=[C:14]([C:17]3[CH:22]=[CH:21][C:20]([O:23][CH2:38][C:39]#[N:40])=[CH:19][CH:18]=3)[CH:15]=2)[C:10]([CH3:24])=[C:9]1[C:25]1[CH:30]=[CH:29][CH:28]=[CH:27][CH:26]=1)[C:2]1[CH:3]=[CH:4][CH:5]=[CH:6][CH:7]=1 |f:1.2.3|. Procedure details: The desired product was prepared using a procedure similar to step 5 of example 3. Thus, 4-(1-benzyl-3-methyl-2-phenyl-1H-indol-6-yl)-phenol (0.291 g, 0.747 mmol) was reacted with K2CO3 (0.124 g, 0.896 mmol) and bromoacetonitrile (0.107 g, 0.896 mmol) in acetone (5 ml) to give the product (0.284 g, 0.663 mmol, 89%) as a white solid, mp 146-150° C. 1H NMR (DMSO-d6) δ 2.20 (s, 3H), 5.15 (s, 2H), 5.36 (s, 2H), 6.82 (d, J=7.0 Hz, 2H), 7.08-7.17 (m, 5H), 7.32-7.47 (m, 4H), 7.45 (t, J=6.7 Hz, 2H), 7.5...